From a dataset of the Open Reaction Database (ORD), a public repository of structured organic reaction records. describe an organic reaction: reactants, conditions, products, and yield Starting materials: CCOC(=O)C(F)(F)c1ccc2ncccc2c1, CO, NN, O. Yields the product NNC(=O)C(F)(F)c1ccc2ncccc2c1. As a reaction SMILES: [CH2:1]([O:3][C:4](=[O:2])[C:5]([c:6]1[cH:7][c:8]2[cH:9][cH:10][cH:11][n:12][c:13]2[cH:14][cH:15]1)([F:16])[F:17])[CH3:18].[CH3:22][OH:23].[NH2:20][NH2:21].[OH2:19]>>[O:3]=[C:4]([C:5]([c:6]1[cH:7][c:8]2[cH:9][cH:10][cH:11][n:12][c:13]2[cH:14][cH:15]1)([F:16])[F:17])[NH:20][NH2:21].